This data is from the Open Reaction Database (ORD), a public repository of structured organic reaction records. The task is: describe an organic reaction: reactants, conditions, products, and yield The reactants are CC(C)(O)C1CCN(Cc2ccc3nc(Cl)nc(N4CCOCC4)c3n2)CC1, OB(O)c1cccc2[nH]ccc12. Yields the product CC(C)(O)C1CCN(Cc2ccc3nc(-c4cccc5[nH]ccc45)nc(N4CCOCC4)c3n2)CC1. Reaction SMILES: [Cl:1][c:2]1[n:3][c:4]([N:23]2[CH2:24][CH2:25][O:26][CH2:27][CH2:28]2)[c:5]2[c:6]([n:7]1)[cH:8][cH:9][c:10]([CH2:12][N:13]1[CH2:14][CH2:15][CH:16]([C:19]([CH3:20])([CH3:21])[OH:22])[CH2:17][CH2:18]1)[n:11]2.[nH:29]1[cH:30][cH:31][c:32]2[c:33]([B:38]([OH:39])[OH:40])[cH:34][cH:35][cH:36][c:37]12>>[c:2]1(-[c:33]2[c:32]3[cH:31][cH:30][nH:29][c:37]3[cH:36][cH:35][cH:34]2)[n:3][c:4]([N:23]2[CH2:24][CH2:25][O:26][CH2:27][CH2:28]2)[c:5]2[c:6]([n:7]1)[cH:8][cH:9][c:10]([CH2:12][N:13]1[CH2:14][CH2:15][CH:16]([C:19]([CH3:20])([CH3:21])[OH:22])[CH2:17][CH2:18]1)[n:11]2. Starting materials: [Na] (sodium), C(C)O (ethanol), CN(C1CC(C2=C(CC1)C=CC=C2)(O)C2=CC=CC=C2)C (7-dimethylamino-5ξ-phenyl-5ξ-hydroxy-6,7,8,9-tetrahydro [5H] benzocycloheptene), N (ammonia). Solvent: O1CCCC1 (tetrahydrofuran). Run at temperature -40 celsius, time 20 minute. The product is CN(C1CC(C2=C(CC1)C=CC=C2)C2=CC=CC=C2)C (7-dimethylamino-5-phenyl-6,7,8,9-tetrahydro [5H] benzocycloheptene). RXN SMILES: C(O)C.[CH3:4][N:5]([CH3:24])[CH:6]1[CH2:12][CH2:11][C:10]2[CH:13]=[CH:14][CH:15]=[CH:16][C:9]=2[C:8]([C:18]2[CH:23]=[CH:22][CH:21]=[CH:20][CH:19]=2)(O)[CH2:7]1.N.[Na]>O1CCCC1>[CH3:4][N:5]([CH3:24])[CH:6]1[CH2:12][CH2:11][C:10]2[CH:13]=[CH:14][CH:15]=[CH:16][C:9]=2[CH:8]([C:18]2[CH:23]=[CH:22][CH:21]=[CH:20][CH:19]=2)[CH2:7]1 |^1:25|. Reported procedure: 12.4 ml of ethanol and then a solution of 12 g of 7-dimethylamino-5ξ-phenyl-5ξ-hydroxy-6,7,8,9-tetrahydro [5H] benzocycloheptene in 200 ml of tetrahydrofuran were added to 600 ml of condensed ammonia and then 2.46 of sodium were added at -40° C. The mixture was stirred at -40° C for 20 minutes and the ammonia and tetrahydrofuran were evaporated. The residue was dissolved in ethyl acetate and the solution was washed with water, dried and evaporated to dryness. The residue was chromatographed over... The reactants are C(C)NC1=NC2=C(N1)C=C(C=C2)C=2C=CC1=C(CN(CCO1)C1=NC(=NC3=CC(=CC=C13)O)C)C2 (4-{7-[2-(ethylamino)-1H-benzimidazol-6-yl]-2,3-dihydro-1,4-benzoxazepin-4(5H)-yl}-2-methylquinazolin-7-ol), C(C)I (ethyl iodide). Yields the product C(C)NC1=NC2=C(N1)C=C(C=C2)C=2C=CC1=C(CN(CCO1)C1=NC(=NC3=CC(=CC=C13)OCC)C)C2 (N-ethyl-6-{4-[7-(ethyloxy)-2-methylquinazolin-4-yl]-2,3,4,5-tetrahydro-1,4-benzoxazepin-7-yl}-1H-benzimidazol-2-amine). As a reaction SMILES: [CH2:1]([NH:3][C:4]1[NH:8][C:7]2[CH:9]=[C:10]([C:13]3[CH:14]=[CH:15][C:16]4[O:22][CH2:21][CH2:20][N:19]([C:23]5[C:32]6[C:27](=[CH:28][C:29]([OH:33])=[CH:30][CH:31]=6)[N:26]=[C:25]([CH3:34])[N:24]=5)[CH2:18][C:17]=4[CH:35]=3)[CH:11]=[CH:12][C:6]=2[N:5]=1)[CH3:2].[CH2:36](I)[CH3:37]>>[CH2:1]([NH:3][C:4]1[NH:8][C:7]2[CH:9]=[C:10]([C:13]3[CH:14]=[CH:15][C:16]4[O:22][CH2:21][CH2:20][N:19]([C:23]5[C:32]6[C:27](=[CH:28][C:29]([O:33][CH2:36][CH3:37])=[CH:30][CH:31]=6)[N:26]=[C:25]([CH3:34])[N:24]=5)[CH2:18][C:17]=4[CH:35]=3)[CH:11]=[CH:12][C:6]=2[N:5]=1)[CH3:2]. Procedure: Prepared according to the method of example 10 using 4-{7-[2-(ethylamino)-1H-benzimidazol-6-yl]-2,3-dihydro-1,4-benzoxazepin-4(5H)-yl}-2-methylquinazolin-7-ol (example 11) and ethyl iodide in step 2. 1H NMR (400 MHz, DMSO-d6) δ 10.36 (s, 1H), 7.91-7.82 (m, 1H), 7.63 (dd, 1H), 7.52-7.36 (m, 2H), 7.26-7.13 (m, 2H), 6.99 (dd, 1H), 6.94-6.86 (m, 2H), 6.70 (q, 1H), 4.96 (s, 2H), 4.45-4.35 (m, 2H), 4.16-3.98 (m, 4H), 3.46-3.36 (m, 2H), 2.44-2.37 (m, 3H), 1.28-1.17 (m, 6H); MS (EI) for C29H30N6O2: 495 ...